This data is from the Open Reaction Database (ORD), a public repository of structured organic reaction records. The task is: describe an organic reaction: reactants, conditions, products, and yield The reactants are O(C1=CC=CC=C1)C=1C=C(SC1)C1OCCO1 (2-(4-Phenoxy-thiophen-2-yl)-[1,3]dioxolane), C([O-])(O)=O.[Na+] (sodium bicarbonate), Example 109, BrN1C(CCC1=O)=O (N-bromosuccinimide). The solvent is O1CCCC1 (tetrahydrofuran). Run at time 4.5 hour. Yields the product BrC1=C(C=C(S1)C1OCCO1)OC1=CC=CC=C1 (2-(5-bromo-4-phenoxy-thiophen-2-yl)-[1,3]dioxolane). RXN SMILES: [O:1]([C:8]1[CH:9]=[C:10]([CH:13]2[O:17][CH2:16][CH2:15][O:14]2)[S:11][CH:12]=1)[C:2]1[CH:7]=[CH:6][CH:5]=[CH:4][CH:3]=1.[Br:18]N1C(=O)CCC1=O.C(=O)(O)[O-].[Na+]>O1CCCC1>[Br:18][C:12]1[S:11][C:10]([CH:13]2[O:17][CH2:16][CH2:15][O:14]2)=[CH:9][C:8]=1[O:1][C:2]1[CH:7]=[CH:6][CH:5]=[CH:4][CH:3]=1 |f:2.3|. Reported procedure: 2-(4-Phenoxy-thiophen-2-yl)-[1,3]dioxolane described in Preparation Example 109 (4.88 g, 19.7 mmol) and N-bromosuccinimide (3.85 g, 21.7 mmol) were dissolved in tetrahydrofuran (100 mL), and the solution was stirred for 4.5 hours at room temperature. An aqueous solution of saturated sodium bicarbonate was added to the reaction solution at 0° C., which was then extracted with ethyl acetate, the organic layer was washed with brine and dried over anhydrous magnesium sulfate. The solvent was evapora... Reactants: C1(CC1)S(=O)(=O)C1=CC=C(C=C1)C(C(=O)N(C)OC)CC1CCOCC1 (2-[4-(cyclopropylsulfonyl)phenyl]-N-methoxy-N-methyl-3-(tetrahydro-2H-pyran-4-yl)propanamide), C(=C)[Mg]Br (vinylmagnesium bromide), Cl (hydrochloric acid). Solvent: O1CCCC1 (tetrahydrofuran). Run at time 8 hour. The product is C1(CC1)S(=O)(=O)C1=CC=C(C=C1)C(C(C=C)=O)CC1CCOCC1 (4-[4-(cyclopropylsulfonyl)phenyl]-5-(tetrahydro-2H-pyran-4-yl)pent-1-en-3-one). Isolated yield 46.0%. As a reaction SMILES: [CH:1]1([S:4]([C:7]2[CH:12]=[CH:11][C:10]([CH:13]([CH2:20][CH:21]3[CH2:26][CH2:25][O:24][CH2:23][CH2:22]3)[C:14](N(OC)C)=[O:15])=[CH:9][CH:8]=2)(=[O:6])=[O:5])[CH2:3][CH2:2]1.[CH:27]([Mg]Br)=[CH2:28].Cl>O1CCCC1>[CH:1]1([S:4]([C:7]2[CH:12]=[CH:11][C:10]([CH:13]([CH2:20][CH:21]3[CH2:26][CH2:25][O:24][CH2:23][CH2:22]3)[C:14](=[O:15])[CH:27]=[CH2:28])=[CH:9][CH:8]=2)(=[O:5])=[O:6])[CH2:2][CH2:3]1. Procedure: To a solution of 2-[4-(cyclopropylsulfonyl)phenyl]-N-methoxy-N-methyl-3-(tetrahydro-2H-pyran-4-yl)propanamide (10.2 g) in tetrahydrofuran (100 mL) was added dropwise vinylmagnesium bromide (1.0M tetrahydrofuran solution, 73 mL) under ice-cooling. The reaction mixture was stirred overnight at room temperature, 1M hydrochloric acid (80 mL) was added and the mixture was further stirred for 30 min. The reaction mixture was extracted with ethyl acetate, and the ethyl acetate layer was washed with sat... Procedure: KTB (222 mg) was added to a suspension of 5-bromo-4,6-dimethylpyridin-2-ol obtained in Preparation Example 23(1) (400 mg) in DME (2 mL), and the mixture was stirred at room temperature for 30 minutes. Potassium carbonate (192 mg) and 2-iodopropane (572 mg) were added to the reaction mixture. The mixture was heated under reflux overnight. The reaction mixture was cooled to mom temperature, and the insoluble matter was removed by filtration and washed with DME. The filtrate was concentrated under ... Run at time 30 minute. Product: BrC=1C(=NC(=CC1C)OC(C)C)C (3-bromo-6-isopropyloxy-2,4-dimethylpyridine). Reactants: BrC=1C(=CC(=NC1C)O)C (5-bromo-4,6-dimethylpyridin-2-ol), C([O-])([O-])=O.[K+].[K+] (Potassium carbonate), IC(C)C (2-iodopropane). As a reaction SMILES: [Br:1][C:2]1[C:3]([CH3:10])=[CH:4][C:5]([OH:9])=[N:6][C:7]=1[CH3:8].C(=O)([O-])[O-].[K+].[K+].I[CH:18]([CH3:20])[CH3:19]>COCCOC>[Br:1][C:2]1[C:7]([CH3:8])=[N:6][C:5]([O:9][CH:18]([CH3:20])[CH3:19])=[CH:4][C:3]=1[CH3:10] |f:1.2.3|. Run in COCCOC (DME). Starting materials: C(#N)C1=C(C=C(C(=C1)OC)OC[C@H]1OC1)N=CN(C)C (N′-(2-cyano-5-(2S)-oxiranylmethoxy-4-methoxyphenyl)-N,N-dimethylimidoformamide), N1CCCCC1 (piperidine). Solvent: C(Cl)(Cl)Cl (chloroform), C(C)O (ethanol). The product is C(#N)C1=C(C=C(C(=C1)OC)OC[C@H](CN1CCCCC1)O)N=CN(C)C (N′-(2-cyano-5-((2S)-2-hydroxy-3-piperidinylpropoxy)-4-methoxyphenyl)-N,N,-dimethylimidoformamide). The yield is 85.7%. RXN SMILES: [C:1]([C:3]1[CH:8]=[C:7]([O:9][CH3:10])[C:6]([O:11][CH2:12][C@@H:13]2[CH2:15][O:14]2)=[CH:5][C:4]=1[N:16]=[CH:17][N:18]([CH3:20])[CH3:19])#[N:2].[NH:21]1[CH2:26][CH2:25][CH2:24][CH2:23][CH2:22]1>C(Cl)(Cl)Cl.C(O)C>[C:1]([C:3]1[CH:8]=[C:7]([O:9][CH3:10])[C:6]([O:11][CH2:12][C@@H:13]([OH:14])[CH2:15][N:21]2[CH2:26][CH2:25][CH2:24][CH2:23][CH2:22]2)=[CH:5][C:4]=1[N:16]=[CH:17][N:18]([CH3:20])[CH3:19])#[N:2]. Reported procedure: N′-(2-cyano-5-(2S)-oxiranylmethoxy-4-methoxyphenyl)-N,N-dimethylimidoformamide (850 mg, 3.09 mmol) in chloroform (6 ml) and ethanol (12 ml) was irradiated with piperidine (0.46 ml, 4.6 mmol) in a microwave oven at reflux for 10 minutes. The solvent was evaporated and the residue was purified by silica gel chromatography, eluant CH2Cl2/MeOH 90/10 to give title compound (954 mg, 86%). Starting materials: CN1CCOCC1 (N-methylmorpholine), ClC(=O)OCC(C)C (isobutyl chloroformate), C(C1=CC=CC=C1)OCC(=O)O (2-benzyloxyacetic acid), C(CCC)NCCCC (di-n-butylamine), CN1CCOCC1 (N-methylmorpholine). The solvent is C1CCOC1 (THF), O (water). Reaction conditions: time 10 minute. Product: C(CCC)N(C(COCC1=CC=CC=C1)=O)CCCC (N,N-di-n-Butyl-2-benzyloxyacetamide). RXN SMILES: CN1CCOCC1.ClC(OCC(C)C)=O.[CH2:16]([O:23][CH2:24][C:25]([OH:27])=O)[C:17]1[CH:22]=[CH:21][CH:20]=[CH:19][CH:18]=1.[CH2:28]([NH:32][CH2:33][CH2:34][CH2:35][CH3:36])[CH2:29][CH2:30][CH3:31]>C1COCC1.O>[CH2:28]([N:32]([CH2:33][CH2:34][CH2:35][CH3:36])[C:25](=[O:27])[CH2:24][O:23][CH2:16][C:17]1[CH:18]=[CH:19][CH:20]=[CH:21][CH:22]=1)[CH2:29][CH2:30][CH3:31]. Procedure: 3 g of N-methylmorpholine and 4 g of isobutyl chloroformate were successively added dropwise to 5 g of 2-benzyloxyacetic acid in 50 ml of THF at −10° C. The mixture was stirred for 10 minutes and then 5 ml of di-n-butylamine and a further 3 g of N-methylmorpholine were added. After one hour, the mixture was added to 500 ml of water and extracted several times with ether. The collected organic phases were dried over magnesium sulfate and, after removal of the solvent by distillation, 7 g of an oi... The reactants are C(C1=CC=CC=C1)C1=CC=C(C=C1)O (4-benzylphenol), ClC=1C=CC(=C(C1)N(C(OC(C)(C)C)=O)C)[N+](=O)[O-] (t-butyl N-(5-chloro-2-nitrophenyl)-N-methylcarbamate), [H-].[Na+] (sodium hydride). Solvent: CN(C=O)C (N,N-dimethylformamide). Product: CN(C(OC(C)(C)C)=O)C1=C(C=CC(=C1)OC1=CC=C(C=C1)CC1=CC=CC=C1)[N+](=O)[O-] (t-Butyl N-methyl-N-[5-(4-benzylphenoxy)-2-nitrophenyl]carbamate). The yield is 88.0%. Reaction SMILES: [CH2:1]([C:8]1[CH:13]=[CH:12][C:11]([OH:14])=[CH:10][CH:9]=1)[C:2]1[CH:7]=[CH:6][CH:5]=[CH:4][CH:3]=1.Cl[C:16]1[CH:17]=[CH:18][C:19]([N+:31]([O-:33])=[O:32])=[C:20]([N:22]([CH3:30])[C:23](=[O:29])[O:24][C:25]([CH3:28])([CH3:27])[CH3:26])[CH:21]=1.[H-].[Na+]>CN(C)C=O>[CH3:30][N:22]([C:20]1[CH:21]=[C:16]([O:14][C:11]2[CH:10]=[CH:9][C:8]([CH2:1][C:2]3[CH:3]=[CH:4][CH:5]=[CH:6][CH:7]=3)=[CH:13][CH:12]=2)[CH:17]=[CH:18][C:19]=1[N+:31]([O-:33])=[O:32])[C:23](=[O:29])[O:24][C:25]([CH3:28])([CH3:26])[CH3:27] |f:2.3|. Procedure: In a similar manner to that described in Reference Example 6, a reaction was carried out using 4-benzylphenol (7 g), t-butyl N-(5-chloro-2-nitrophenyl)-N-methylcarbamate (9.15 g), sodium hydride (55 wt. %, 1.74 g) and anhydrous N,N-dimethylformamide (70 ml) and the reaction mixture was purified to give the title compound (12.2 g). The reactants are O=C1CCC(=O)N1Br, C1CCOC1, [Cl-], Cc1cnc(C(=O)Cn2cccc2C(=O)C(Cl)(Cl)Cl)cn1, [NH4+]. The product is Cc1cnc(C(=O)Cn2cc(Br)cc2C(=O)C(Cl)(Cl)Cl)cn1. Reaction SMILES: [Br:22][N:23]1[C:24](=[O:25])[CH2:26][CH2:27][C:28]1=[O:29].[CH2:32]1[O:33][CH2:34][CH2:35][CH2:36]1.[Cl-:30].[Cl:1][C:2]([C:3](=[O:4])[c:5]1[n:6]([CH2:10][C:11](=[O:12])[c:13]2[n:14][cH:15][c:16]([CH3:19])[n:17][cH:18]2)[cH:7][cH:8][cH:9]1)([Cl:20])[Cl:21].[NH4+:31]>>[Cl:1][C:2]([C:3](=[O:4])[c:5]1[n:6]([CH2:10][C:11](=[O:12])[c:13]2[n:14][cH:15][c:16]([CH3:19])[n:17][cH:18]2)[cH:7][c:8]([Br:22])[cH:9]1)([Cl:20])[Cl:21]. The reactants are [N+](=O)([O-])C1=C(C=CC=C1)S(=O)O (2-nitrobenzenesulfinic acid), BrCC(=O)O (bromoacetic acid), [OH-].[Na+] (sodium hydroxide). The product is [N+](=O)([O-])C1=C(C=CC=C1)S(=O)(=O)C (methyl 2-nitrophenyl sulfone). Yield: 91.0%. Reaction SMILES: [N+:1]([C:4]1[CH:9]=[CH:8][CH:7]=[CH:6][C:5]=1[S:10]([OH:12])=[O:11])([O-:3])=[O:2].Br[CH2:14]C(O)=O.[OH-].[Na+]>>[N+:1]([C:4]1[CH:9]=[CH:8][CH:7]=[CH:6][C:5]=1[S:10]([CH3:14])(=[O:12])=[O:11])([O-:3])=[O:2] |f:2.3|. Procedure: This is contradicted by investigations by A. Courtin, H. -R. von Tobel and G. Auerbach, Helv. Chim. Acta 63, 1412 (1980), according to which, on heating of 1 mol of 2-nitrobenzenesulfinic acid, 2 mol of bromoacetic acid and 2 mol of sodium hydroxide solution under reflux conditions for 24 hours, only methyl 2-nitrophenyl sulfone is obtained in 91% yield. Evidently, the carboxymethyl aryl sulfone forming is immediately decarboxylated to the methyl aryl sulfone under the acidic reaction conditions... Starting materials: CC(C)(C)OC(=O)N1CCC(C(=O)O)(c2ccccc2)CC1, C1CCNCC1, C1CCOC1. Product: CC(C)(C)OC(=O)N1CCC(C(=O)N2CCCCC2)(c2ccccc2)CC1. As a reaction SMILES: [C:7]([CH3:8])([CH3:9])([CH3:10])[O:11][C:12](=[O:13])[N:14]1[CH2:15][CH2:16][C:17]([C:20](=[O:21])[OH:22])([c:23]2[cH:24][cH:25][cH:26][cH:27][cH:28]2)[CH2:18][CH2:19]1.[CH2:1]1[CH2:2][CH2:3][NH:4][CH2:5][CH2:6]1.[CH2:29]1[O:30][CH2:31][CH2:32][CH2:33]1>>[CH2:1]1[CH2:2][CH2:3][N:4]([C:20]([C:17]2([c:23]3[cH:24][cH:25][cH:26][cH:27][cH:28]3)[CH2:16][CH2:15][N:14]([C:12]([O:11][C:7]([CH3:8])([CH3:9])[CH3:10])=[O:13])[CH2:19][CH2:18]2)=[O:21])[CH2:5][CH2:6]1.